The task is: describe an organic reaction: reactants, conditions, products, and yield. This data is from the Open Reaction Database (ORD), a public repository of structured organic reaction records. Reactants: CCOC(C)=O, C=C(OCC)c1c(C)c2cnc(Nc3ccc(N4CCCCC4)cn3)nc2n(C2CCCC2)c1=O, ClCCl, Cl, [Na+], O=C([O-])O. Yields the product CC(=O)c1c(C)c2cnc(Nc3ccc(N4CCCCC4)cn3)nc2n(C2CCCC2)c1=O. Reaction SMILES: [CH3:37][CH2:38][O:39][C:40](=[O:41])[CH3:42].[CH:1]1([n:6]2[c:7](=[O:35])[c:8]([C:30](=[CH2:31])[O:32][CH2:33][CH3:34])[c:9]([CH3:29])[c:10]3[c:11]2[n:12][c:13]([NH:16][c:17]2[cH:18][cH:19][c:20]([N:23]4[CH2:24][CH2:25][CH2:26][CH2:27][CH2:28]4)[cH:21][n:22]2)[n:14][cH:15]3)[CH2:2][CH2:3][CH2:4][CH2:5]1.[Cl:43][CH2:44][Cl:45].[ClH:36].[Na+:50].[O-:46][C:47]([OH:48])=[O:49]>>[CH:1]1([n:6]2[c:7](=[O:35])[c:8]([C:30]([CH3:31])=[O:32])[c:9]([CH3:29])[c:10]3[c:11]2[n:12][c:13]([NH:16][c:17]2[cH:18][cH:19][c:20]([N:23]4[CH2:24][CH2:25][CH2:26][CH2:27][CH2:28]4)[cH:21][n:22]2)[n:14][cH:15]3)[CH2:2][CH2:3][CH2:4][CH2:5]1.